Task: describe an organic reaction: reactants, conditions, products, and yield. Dataset: the Open Reaction Database (ORD), a public repository of structured organic reaction records Starting materials: O=C([O-])[O-], CN(C)C=O, COC(=O)c1cc([N+](=O)[O-])ccc1Cl, [K+], [K+], O, COC(=O)c1ccc(O)cc1. Yields the product COC(=O)c1ccc(Oc2ccc([N+](=O)[O-])cc2C(=O)OC)cc1. As a reaction SMILES: [C:26](=[O:27])([O-:28])[O-:29].[CH3:33][N:34]([CH3:35])[CH:36]=[O:37].[Cl:12][c:13]1[c:14]([C:15](=[O:16])[O:17][CH3:18])[cH:19][c:20]([N+:23](=[O:24])[O-:25])[cH:21][cH:22]1.[K+:30].[K+:31].[OH2:32].[OH:1][c:2]1[cH:3][cH:4][c:5]([C:6](=[O:7])[O:8][CH3:9])[cH:10][cH:11]1>>[O:1]([c:2]1[cH:3][cH:4][c:5]([C:6](=[O:7])[O:8][CH3:9])[cH:10][cH:11]1)[c:13]1[c:14]([C:15](=[O:16])[O:17][CH3:18])[cH:19][c:20]([N+:23](=[O:24])[O-:25])[cH:21][cH:22]1. Starting materials: Oc1ccc(Br)cc1, CCOCC, OCCCCC(F)(F)C(F)(F)C(F)(F)C(F)(F)F, CCOC(=O)N=NC(=O)OCC, c1ccc(P(c2ccccc2)c2ccccc2)cc1. Product: FC(F)(F)C(F)(F)C(F)(F)C(F)(F)CCCCOc1ccc(Br)cc1. As a reaction SMILES: [Br:31][c:32]1[cH:33][cH:34][c:35]([OH:38])[cH:36][cH:37]1.[CH3:58][CH2:59][O:60][CH2:61][CH3:62].[F:13][C:14]([CH2:15][CH2:16][CH2:17][CH2:18][OH:19])([C:20]([C:21]([C:22]([F:23])([F:24])[F:25])([F:26])[F:27])([F:28])[F:29])[F:30].[O:1]=[C:2]([O:3][CH2:4][CH3:5])[N:6]=[N:7][C:8]([O:9][CH2:10][CH3:11])=[O:12].[c:39]1([P:40]([c:41]2[cH:42][cH:43][cH:44][cH:45][cH:46]2)[c:47]2[cH:48][cH:49][cH:50][cH:51][cH:52]2)[cH:53][cH:54][cH:55][cH:56][cH:57]1>>[F:13][C:14]([CH2:15][CH2:16][CH2:17][CH2:18][O:19][c:35]1[cH:34][cH:33][c:32]([Br:31])[cH:37][cH:36]1)([C:20]([C:21]([C:22]([F:23])([F:24])[F:25])([F:26])[F:27])([F:28])[F:29])[F:30]. Reactants: BrCCCBr, O=C([O-])[O-], [Cs+], [Cs+], CN(C)C=O, COC(=O)Cn1ccc2cc(O)ccc21. Yields the product COC(=O)Cn1ccc2cc(OCCCBr)ccc21. RXN SMILES: [Br:16][CH2:17][CH2:18][CH2:19][Br:20].[C:21](=[O:22])([O-:23])[O-:24].[Cs+:25].[Cs+:26].[O:27]=[CH:28][N:29]([CH3:30])[CH3:31].[OH:1][c:2]1[cH:3][c:4]2[cH:5][cH:6][n:7]([CH2:11][C:12](=[O:13])[O:14][CH3:15])[c:8]2[cH:9][cH:10]1>>[O:1]([c:2]1[cH:3][c:4]2[cH:5][cH:6][n:7]([CH2:11][C:12](=[O:13])[O:14][CH3:15])[c:8]2[cH:9][cH:10]1)[CH2:19][CH2:18][CH2:17][Br:16]. Starting materials: Cc1ccccc1, Fc1ccc(-c2cc[nH]c2-c2ccc(F)cc2)cc1, FC(F)(F)C(=S)C(F)(F)F. Yields the product Fc1ccc(-c2cc(C(S)(C(F)(F)F)C(F)(F)F)[nH]c2-c2ccc(F)cc2)cc1. RXN SMILES: [CH3:30][c:31]1[cH:32][cH:33][cH:34][cH:35][cH:36]1.[F:1][c:2]1[cH:3][cH:4][c:5](-[c:8]2[nH:9][cH:10][cH:11][c:12]2-[c:13]2[cH:14][cH:15][c:16]([F:19])[cH:17][cH:18]2)[cH:6][cH:7]1.[F:20][C:21]([C:22](=[S:23])[C:24]([F:25])([F:26])[F:27])([F:28])[F:29]>>[F:1][c:2]1[cH:3][cH:4][c:5](-[c:8]2[nH:9][c:10]([C:22]([C:21]([F:20])([F:28])[F:29])([SH:23])[C:24]([F:25])([F:26])[F:27])[cH:11][c:12]2-[c:13]2[cH:14][cH:15][c:16]([F:19])[cH:17][cH:18]2)[cH:6][cH:7]1. Starting materials: C(C)OC(=O)C1=CNC2=C(C(=C(C=C2C1=O)F)F)F (6,7,8-trifluoro-1,4-dihydro-4-oxoquinoline-3-carboxylic acid ethyl ester), C([O-])([O-])=O.[K+].[K+] (potassium carbonate), CI (methyl iodide). Run in CN(C=O)C (N,N-dimethyl-formamide). Reaction conditions: time 10 hour. Product: FC=1C=C2C(C(=CN(C2=C(C1F)F)C)C(=O)O)=O (6,7,8-trifluoro-1,4-dihydro-1-methyl-4-oxoquinoline-3-carboxylic acid). Yield: 77.3%. RXN SMILES: C([O:3][C:4]([C:6]1[C:15](=[O:16])[C:14]2[C:9](=[C:10]([F:19])[C:11]([F:18])=[C:12]([F:17])[CH:13]=2)[NH:8][CH:7]=1)=[O:5])C.[C:20](=O)([O-])[O-].[K+].[K+].CI>CN(C)C=O>[F:17][C:12]1[CH:13]=[C:14]2[C:9](=[C:10]([F:19])[C:11]=1[F:18])[N:8]([CH3:20])[CH:7]=[C:6]([C:4]([OH:3])=[O:5])[C:15]2=[O:16] |f:1.2.3|. Reported procedure: A mixture of 6,7,8-trifluoro-1,4-dihydro-4-oxoquinoline-3-carboxylic acid ethyl ester (0.3 g), anhydrous potassium carbonate (0.8 g), methyl iodide (1.6 g), and N,N-dimethyl-formamide (DMF) (10 ml) was heated with stirring at 90°-100° C. for 10 hours. The mixture was evaporated to dryness. The residue was treated with water, extracted with dichloromethane. The organic layer was washed with water, dried over anhydrous sodium sulfate, and evaporated. The residue was added to a mixture of 18% hydro... Starting materials: C([O-])([O-])=O.[Na+].[Na+] (sodium carbonate), ClC1=CN=CC(=N1)N (6-chloropyrazin-2-amine), CC1(OB(OC1(C)C)C=1C=NC(=NC1)N1[C@@H](CCC1)C(F)(F)F)C ((S)-5-(4,4,5,5-tetramethyl-1,3,2-dioxaborolan-2-yl)-2-(2-(trifluoromethyl)pyrrolidin-1-yl)pyrimidine), O1CCOCC1 (1,4-Dioxane). The reagents and catalysts are C=1C=CC(=CC1)[P](C=2C=CC=CC2)(C=3C=CC=CC3)[Pd]([P](C=4C=CC=CC4)(C=5C=CC=CC5)C=6C=CC=CC6)([P](C=7C=CC=CC7)(C=8C=CC=CC8)C=9C=CC=CC9)[P](C=1C=CC=CC1)(C=1C=CC=CC1)C=1C=CC=CC1 (Pd(PPh3)4). Solvent: CO (MeOH). Run at time 8 hour. The product is FC([C@H]1N(CCC1)C1=NC=C(C=N1)C1=CN=CC(=N1)N)(F)F ((S)-6-(2-(2-(trifluoromethyl)pyrrolidin-1-yl)pyrimidin-5-yl)pyrazin-2-amine). Yield: 68.3%. RXN SMILES: Cl[C:2]1[N:7]=[C:6]([NH2:8])[CH:5]=[N:4][CH:3]=1.CC1(C)C(C)(C)OB([C:17]2[CH:18]=[N:19][C:20]([N:23]3[CH2:27][CH2:26][CH2:25][C@H:24]3[C:28]([F:31])([F:30])[F:29])=[N:21][CH:22]=2)O1.O1CCOCC1.C(=O)([O-])[O-].[Na+].[Na+]>C1C=CC([P]([Pd]([P](C2C=CC=CC=2)(C2C=CC=CC=2)C2C=CC=CC=2)([P](C2C=CC=CC=2)(C2C=CC=CC=2)C2C=CC=CC=2)[P](C2C=CC=CC=2)(C2C=CC=CC=2)C2C=CC=CC=2)(C2C=CC=CC=2)C2C=CC=CC=2)=CC=1.CO>[F:31][C:28]([F:29])([F:30])[C@@H:24]1[CH2:25][CH2:26][CH2:27][N:23]1[C:20]1[N:19]=[CH:18][C:17]([C:2]2[N:7]=[C:6]([NH2:8])[CH:5]=[N:4][CH:3]=2)=[CH:22][N:21]=1 |f:3.4.5,^1:48,50,69,88|. Procedure details: A round bottom flask was charged with 6-chloropyrazin-2-amine (0.401 g, 3.09 mmol), (S)-5-(4,4,5,5-tetramethyl-1,3,2-dioxaborolan-2-yl)-2-(2-(trifluoromethyl)pyrrolidin-1-yl)pyrimidine (1.062 g, 3.09 mmol), Pd(PPh3)4 (0.358 g, 0.309 mmol) and 1,4-Dioxane (Volume: 7.74 ml). The reaction mixture was purged with nitrogen for several minutes before an aqueous 2M sodium carbonate (3.09 ml, 6.19 mmol) was added. The reaction mixture was purged for another 10 minutes under nitrogen before it was placed... The reactants are BrC=1C=CC(=C(C1)O)OC (5-bromo-2-methoxyphenol), ClCC(=C)C (3-chloro-2-methyl-1-propene), C([O-])([O-])=O.[K+].[K+] (potassium carbonate), CN(C)C=O (DMF). The solvent is C1(=CC=CC=C1)C (toluene). Conditions: temperature 80 celsius, time 2 hour. The product is CC(COC1=C(C=CC(=C1)Br)OC)=C (2-(2-Methyl-2-propen-1-yloxy)-4-bromoanisole). Reaction SMILES: [Br:1][C:2]1[CH:3]=[CH:4][C:5]([O:9][CH3:10])=[C:6]([OH:8])[CH:7]=1.Cl[CH2:12][C:13]([CH3:15])=[CH2:14].C(=O)([O-])[O-].[K+].[K+].CN(C=O)C>C1(C)C=CC=CC=1>[CH3:14][C:13](=[CH2:12])[CH2:15][O:8][C:6]1[CH:7]=[C:2]([Br:1])[CH:3]=[CH:4][C:5]=1[O:9][CH3:10] |f:2.3.4|. Procedure details: A mixture of 5-bromo-2-methoxyphenol (17.8 g), 3-chloro-2-methyl-1-propene (13.0 ml), potassium carbonate (18.2 g), and DMF (150 ml) was stirred at 80° C. for 2 hours. The mixture was diluted with toluene, washed with a saturated saline and dried over anhydrous magnesium sulfate, and the solvent was distilled off to give Compound IIa-a (22.2 g, 98.4%) as a colorless oily substance.